This data is from the Open Reaction Database (ORD), a public repository of structured organic reaction records. The task is: describe an organic reaction: reactants, conditions, products, and yield Starting materials: CCc1cccc(CC)c1-c1nc(C)c(COc2cc(C(C)C)ccc2C)c(C2=CCN(C(=O)OC(C)(C)C)CC2)n1, ClCCl, O=C(O)C(F)(F)F. The product is CCc1cccc(CC)c1-c1nc(C)c(COc2cc(C(C)C)ccc2C)c(C2=CCNCC2)n1. Reaction SMILES: [CH2:1]([CH3:2])[c:3]1[c:4](-[c:11]2[n:12][c:13]([CH3:42])[c:14]([CH2:30][O:31][c:32]3[c:33]([CH3:41])[cH:34][cH:35][c:36]([CH:38]([CH3:39])[CH3:40])[cH:37]3)[c:15]([C:17]3=[CH:18][CH2:19][N:20]([C:23]([O:24][C:25]([CH3:26])([CH3:27])[CH3:28])=[O:29])[CH2:21][CH2:22]3)[n:16]2)[c:5]([CH2:9][CH3:10])[cH:6][cH:7][cH:8]1.[Cl:50][CH2:51][Cl:52].[F:43][C:44]([F:45])([F:46])[C:47]([OH:48])=[O:49]>>[CH2:1]([CH3:2])[c:3]1[c:4](-[c:11]2[n:12][c:13]([CH3:42])[c:14]([CH2:30][O:31][c:32]3[c:33]([CH3:41])[cH:34][cH:35][c:36]([CH:38]([CH3:39])[CH3:40])[cH:37]3)[c:15]([C:17]3=[CH:18][CH2:19][NH:20][CH2:21][CH2:22]3)[n:16]2)[c:5]([CH2:9][CH3:10])[cH:6][cH:7][cH:8]1.